describe an organic reaction: reactants, conditions, products, and yield From a dataset of the Open Reaction Database (ORD), a public repository of structured organic reaction records. Reactants: C1CCOC1, CCOC(C)=O, COc1ccc(Cn2nc(-c3ccccc3)c(Cl)cc2=O)cc1, [H-], [Na+], CC(C)(C)OC(=O)N1CCC(O)CC1. The product is COc1ccc(Cn2nc(-c3ccccc3)c(OC3CCN(C(=O)OC(C)(C)C)CC3)cc2=O)cc1. As a reaction SMILES: [CH2:46]1[O:47][CH2:48][CH2:49][CH2:50]1.[CH3:40][CH2:41][O:42][C:43]([CH3:44])=[O:45].[Cl:17][c:18]1[cH:19][c:20](=[O:39])[n:21]([CH2:30][c:31]2[cH:32][cH:33][c:34]([O:37][CH3:38])[cH:35][cH:36]2)[n:22][c:23]1-[c:24]1[cH:25][cH:26][cH:27][cH:28][cH:29]1.[H-:16].[Na+:15].[OH:1][CH:2]1[CH2:3][CH2:4][N:5]([C:8](=[O:9])[O:10][C:11]([CH3:12])([CH3:13])[CH3:14])[CH2:6][CH2:7]1>>[O:1]([CH:2]1[CH2:3][CH2:4][N:5]([C:8](=[O:9])[O:10][C:11]([CH3:12])([CH3:13])[CH3:14])[CH2:6][CH2:7]1)[c:18]1[cH:19][c:20](=[O:39])[n:21]([CH2:30][c:31]2[cH:32][cH:33][c:34]([O:37][CH3:38])[cH:35][cH:36]2)[n:22][c:23]1-[c:24]1[cH:25][cH:26][cH:27][cH:28][cH:29]1. Reactants: C([O-])([O-])=O.[K+].[K+] (potassium carbonate), CC1(OC(=O)CC(=O)O1)C (Meldrum's acid), C(OC)(OC)OC (trimethyl orthoformate), COC=1C=C(C=CC1)C=1C=C(SC1)N (4-[3-(methyloxy)phenyl]-2-thiophenamine). Conditions: temperature 110 celsius, time 15 hour. Yields the product CC1(OC(C(C(O1)=O)=CNC=1SC=C(C1)C1=CC(=CC=C1)OC)=O)C (2,2-Dimethyl-5-[({4-[3-(methyloxy)phenyl]-2-thienyl}amino)methylidene]-1,3-dioxane-4,6-dione). Yield: 47.2%. RXN SMILES: [CH3:1][C:2]1([CH3:10])[O:9][C:7](=[O:8])[CH2:6][C:4](=[O:5])[O:3]1.[CH:11](OC)(OC)OC.[CH3:18][O:19][C:20]1[CH:21]=[C:22]([C:26]2[CH:27]=[C:28]([NH2:31])[S:29][CH:30]=2)[CH:23]=[CH:24][CH:25]=1.C(=O)([O-])[O-].[K+].[K+]>>[CH3:1][C:2]1([CH3:10])[O:9][C:7](=[O:8])[C:6](=[CH:11][NH:31][C:28]2[S:29][CH:30]=[C:26]([C:22]3[CH:23]=[CH:24][CH:25]=[C:20]([O:19][CH3:18])[CH:21]=3)[CH:27]=2)[C:4](=[O:5])[O:3]1 |f:3.4.5|. Procedure: Meldrum's acid (1.58 g, 10.96 mmol) was dissolved in trimethyl orthoformate (24.23 mL, 219 mmol) and the mixture was heated at 110° C. for 1 h. After cooling to RT, 4-[3-(methyloxy)phenyl]-2-thiophenamine (Description 40) (1.5 g, 7.31 mmol) was added to the mixture and reheated at 90° C. for 15 h. After cooling to RT, the mixture was evaporated in vacuo. The residue was dissolved in DCM and treated with potassium carbonate (3.03 g, 21.92 mmol). After stirring for 30 min, the mixture was filtered... Reactants: Cc1ccccc1, CCCc1ccc(C#CC(C)(C)O)cc1, [H-], [Na+], O. Yields the product C#Cc1ccc(CCC)cc1. RXN SMILES: [CH3:19][c:20]1[cH:21][cH:22][cH:23][cH:24][cH:25]1.[CH3:1][C:2]([C:3]#[C:4][c:5]1[cH:6][cH:7][c:8]([CH2:11][CH2:12][CH3:13])[cH:9][cH:10]1)([OH:14])[CH3:15].[H-:16].[Na+:17].[OH2:18]>>[CH:3]#[C:4][c:5]1[cH:6][cH:7][c:8]([CH2:11][CH2:12][CH3:13])[cH:9][cH:10]1. Reactants: FC1=CC=C(C=C1)CC=1C=C(C(=NC1)C(=O)OCC)NCCCN(C(=O)OCC1=CC=CC=C1)C (ethyl 5-[(4-fluorophenyl)methyl]-3-{[3-(methyl{[(phenylmethyl)oxy]carbonyl}amino)propyl]amino}-2-pyridinecarboxylate), ClC(CC(=O)OCC)=O (ethyl 3-chloro-3-oxopropionate). The product is FC1=CC=C(C=C1)CC1=CN=C2C(=C(C(N(C2=C1)CCCN(C(=O)OCC1=CC=CC=C1)C)=O)C(=O)OCC)O (Ethyl 7-[(4-fluorophenyl)methyl]-4-hydroxy-1-[3-(methyl{[(phenylmethyl)oxy]carbonyl}amino)propyl]-2-oxo-1,2-dihydro-1,5-naphthyridine-3-carboxylate). Reaction SMILES: [F:1][C:2]1[CH:7]=[CH:6][C:5]([CH2:8][C:9]2[CH:10]=[C:11]([NH:20][CH2:21][CH2:22][CH2:23][N:24]([CH3:35])[C:25]([O:27][CH2:28][C:29]3[CH:34]=[CH:33][CH:32]=[CH:31][CH:30]=3)=[O:26])[C:12]([C:15](OCC)=[O:16])=[N:13][CH:14]=2)=[CH:4][CH:3]=1.Cl[C:37](=[O:44])[CH2:38][C:39]([O:41][CH2:42][CH3:43])=[O:40]>>[F:1][C:2]1[CH:7]=[CH:6][C:5]([CH2:8][C:9]2[CH:10]=[C:11]3[C:12]([C:15]([OH:16])=[C:38]([C:39]([O:41][CH2:42][CH3:43])=[O:40])[C:37](=[O:44])[N:20]3[CH2:21][CH2:22][CH2:23][N:24]([CH3:35])[C:25]([O:27][CH2:28][C:29]3[CH:30]=[CH:31][CH:32]=[CH:33][CH:34]=3)=[O:26])=[N:13][CH:14]=2)=[CH:4][CH:3]=1. Procedure: This compound was prepared in two steps from ethyl 5-[(4-fluorophenyl)methyl]-3-{[3-(methyl{[(phenylmethyl)oxy]carbonyl}amino)propyl]amino}-2-pyridinecarboxylate and ethyl 3-chloro-3-oxopropionate employing methods similar to those described in Example 457, Steps 3-4. The product was obtained as a white solid: 1H NMR (d6-DMSO, 80° C.) δ 8.65 (1H, b), 7.73 (1H, b), 7.23-7.39 (7H, m), 7.10 (2H, t, J=7 Hz), 5.05 (2H, s), 3.90-4.12 (4H, m), 3.40 (2H, q, J=7 Hz), 3.32 (2H, b), 2.85 (3H, s), 1.74 (2H,...